describe an organic reaction: reactants, conditions, products, and yield From a dataset of the Open Reaction Database (ORD), a public repository of structured organic reaction records. Starting materials: Cl.O=C1C2(C=3C(=NC=CC3)N1)CC1=CC=C(C=C1C2)NC2=CC(=NC=N2)C(=O)O (6-(2′-oxo-1,1′,2′,3-tetrahydrospiro[indene-2,3′-pyrrolo[2,3-b]pyridin]-5-ylamino)pyrimidine-4-carboxylic acid hydrochloride), N1C(CC2=CC=CC=C12)CO ((2,3-dihydro-1H-indol-2-yl)-methanol), TEA, CN(C)C(=[N+](C)C)ON1C2=C(C=CC=C2)N=N1.[B-](F)(F)(F)F (TBTU). Solvent: CN(C)C=O (DMF). The product is OCC1N(C2=CC=CC=C2C1)C(=O)C1=CC(=NC=N1)NC=1C=C2CC3(C(NC4=NC=CC=C43)=O)CC2=CC1 (5-(6-(2-(hydroxymethyl)indoline-1-carbonyl)pyrimidin-4-ylamino)-1,3-dihydrospiro[indene-2,3′-pyrrolo[2,3-b]pyridin]-2′(1′H)-one). As a reaction SMILES: Cl.[O:2]=[C:3]1[NH:11][C:6]2=[N:7][CH:8]=[CH:9][CH:10]=[C:5]2[C:4]21[CH2:19][C:18]1[C:13](=[CH:14][CH:15]=[C:16]([NH:20][C:21]3[N:26]=[CH:25][N:24]=[C:23]([C:27](O)=[O:28])[CH:22]=3)[CH:17]=1)[CH2:12]2.[NH:30]1[C:38]2[C:33](=[CH:34][CH:35]=[CH:36][CH:37]=2)[CH2:32][CH:31]1[CH2:39][OH:40].CN(C(ON1N=NC2C=CC=CC1=2)=[N+](C)C)C.[B-](F)(F)(F)F>CN(C=O)C>[OH:40][CH2:39][CH:31]1[CH2:32][C:33]2[C:38](=[CH:37][CH:36]=[CH:35][CH:34]=2)[N:30]1[C:27]([C:23]1[N:24]=[CH:25][N:26]=[C:21]([NH:20][C:16]2[CH:17]=[C:18]3[C:13](=[CH:14][CH:15]=2)[CH2:12][C:4]2([C:5]4[C:6](=[N:7][CH:8]=[CH:9][CH:10]=4)[NH:11][C:3]2=[O:2])[CH2:19]3)[CH:22]=1)=[O:28] |f:0.1,3.4|. Procedure: 100 mg (0.24 mmol) 6-(2′-oxo-1,1′,2′,3-tetrahydrospiro[indene-2,3′-pyrrolo[2,3-b]pyridin]-5-ylamino)pyrimidine-4-carboxylic acid hydrochloride, 45 mg (0.30 mmol) (2,3-dihydro-1H-indol-2-yl)-methanol, 0.10 mL (0.71 mmol) TEA and 88 mg (0.27 mmol) TBTU in 1.0 mL DMF were stirred overnight at RT. The purification was carried out by preparative HPLC-MS. The product-containing fractions were combined and the solvent was evaporated down by about half. The precipitate formed was suction filtered and dr... The reactants are CC(C)(C)OC(=O)N1CCN(c2nc(F)c(F)cc2F)CC1, O=C1NC(=O)c2ccccc21, [K], CN(C)C=O, O. Product: CC(C)(C)OC(=O)N1CCN(c2nc(N)c(F)cc2F)CC1. As a reaction SMILES: [C:1]([CH3:2])([CH3:3])([CH3:4])[O:5][C:6](=[O:7])[N:8]1[CH2:9][CH2:10][N:11]([c:14]2[n:15][c:16]([F:22])[c:17]([F:21])[cH:18][c:19]2[F:20])[CH2:12][CH2:13]1.[C:23]1(=[O:24])[NH:27][C:25](=[O:26])[c:28]2[cH:29][cH:30][cH:31][cH:32][c:33]21.[K:34].[O:35]=[CH:36][N:37]([CH3:38])[CH3:39].[OH2:40]>>[C:1]([CH3:2])([CH3:3])([CH3:4])[O:5][C:6](=[O:7])[N:8]1[CH2:9][CH2:10][N:11]([c:14]2[n:15][c:16]([NH2:27])[c:17]([F:21])[cH:18][c:19]2[F:20])[CH2:12][CH2:13]1. Reactants: CCS(=O)(=O)NC(c1cncc(Br)c1)C1CC1, O=C([O-])[O-], Cn1c(=O)oc2ccc(B3OC(C)(C)C(C)(C)O3)cc21, [Na+], [Na+], CN(C)C=O. The product is CCS(=O)(=O)NC(c1cncc(-c2ccc3oc(=O)n(C)c3c2)c1)C1CC1. Reaction SMILES: [Br:21][c:22]1[cH:23][c:24]([CH:28]([NH:29][S:30](=[O:31])(=[O:32])[CH2:33][CH3:34])[CH:35]2[CH2:36][CH2:37]2)[cH:25][n:26][cH:27]1.[C:38](=[O:39])([O-:40])[O-:41].[CH3:1][n:2]1[c:3](=[O:20])[o:4][c:5]2[c:6]1[cH:7][c:8]([B:11]1[O:12][C:13]([CH3:14])([CH3:15])[C:16]([CH3:17])([CH3:18])[O:19]1)[cH:9][cH:10]2.[Na+:42].[Na+:43].[O:44]=[CH:45][N:46]([CH3:47])[CH3:48]>>[CH3:1][n:2]1[c:3](=[O:20])[o:4][c:5]2[c:6]1[cH:7][c:8](-[c:22]1[cH:23][c:24]([CH:28]([NH:29][S:30](=[O:31])(=[O:32])[CH2:33][CH3:34])[CH:35]3[CH2:36][CH2:37]3)[cH:25][n:26][cH:27]1)[cH:9][cH:10]2. Starting materials: S(=O)(Cl)Cl (thionyl chloride), [N+](=O)([O-])C=1C=CC2=C(N(C(CO2)CCO)C(C2=CC(=CC=C2)C(F)(F)F)=O)C1 ((±)-6-nitro-4-[3-(trifluoromethyl)benzoyl]-3,4-dihydro-2H-1,4-benzoxazine-3-ethanol), O (water). Solvent: ClCCl (dichloromethane). Product: ClCCC1COC2=C(N1C(C1=CC(=CC=C1)C(F)(F)F)=O)C=C(C=C2)[N+](=O)[O-] ((±)-3-(2-Chloroethyl)-6-nitro-4-[3-(trifluoromethyl)benzoyl]-3,4-dihydro-2H-1,4-benzoxazine). Reaction SMILES: [N+:1]([C:4]1[CH:5]=[CH:6][C:7]2[O:12][CH2:11][CH:10]([CH2:13][CH2:14]O)[N:9]([C:16](=[O:27])[C:17]3[CH:22]=[CH:21][CH:20]=[C:19]([C:23]([F:26])([F:25])[F:24])[CH:18]=3)[C:8]=2[CH:28]=1)([O-:3])=[O:2].S(Cl)([Cl:31])=O.O>ClCCl>[Cl:31][CH2:14][CH2:13][CH:10]1[N:9]([C:16](=[O:27])[C:17]2[CH:22]=[CH:21][CH:20]=[C:19]([C:23]([F:26])([F:25])[F:24])[CH:18]=2)[C:8]2[CH:28]=[C:4]([N+:1]([O-:3])=[O:2])[CH:5]=[CH:6][C:7]=2[O:12][CH2:11]1. Reported procedure: To 5.37 g (0.0135 mol) of (±)-6-nitro-4-[3-(trifluoromethyl)benzoyl]-3,4-dihydro-2H-1,4-benzoxazine-3-ethanol dissolved in 80 ml of dichloromethane are added dropwise 4.85 ml (0.0675 mol) of thionyl chloride and the mixture is stirred, while being kept warm in a bath of hot water, for 5 h 30. Reactants: [BH4-], CCO, CC1(C)Cc2ccccc2C(c2cnc3ccccc3c2)=N1, [Na+], O. The product is CC1(C)Cc2ccccc2C(c2cnc3ccccc3c2)N1. Reaction SMILES: [BH4-:1].[CH3:3][CH2:4][OH:5].[CH3:6][C:7]1([CH3:27])[N:8]=[C:9]([c:17]2[cH:18][n:19][c:20]3[cH:21][cH:22][cH:23][cH:24][c:25]3[cH:26]2)[c:10]2[cH:11][cH:12][cH:13][cH:14][c:15]2[CH2:16]1.[Na+:2].[OH2:28]>>[CH3:6][C:7]1([CH3:27])[NH:8][CH:9]([c:17]2[cH:18][n:19][c:20]3[cH:21][cH:22][cH:23][cH:24][c:25]3[cH:26]2)[c:10]2[cH:11][cH:12][cH:13][cH:14][c:15]2[CH2:16]1. The reactants are H2PtCl6, H2PtCl6 IPA, C1(=CC=CC=C1)C#C (phenylacetylene), Cl[SiH](Cl)C[SiH](Cl)Cl (bis(dichlorosilyl)methane). Yields the product Cl[Si](C=CC1=CC=CC=C1)(C[SiH](Cl)Cl)Cl (3,3,5,5-tetrachloro-1 -phenyl-3,5-disilapent-1 -ene), Cl[Si](C=CC1=CC=CC=C1)(C[Si](C=CC1=CC=CC=C1)(Cl)Cl)Cl (3,3,5,5-tetrachloro-1,7-diphenyl-3,5-disilahepta-1,6-diene). Isolated yield 28.1%. RXN SMILES: [C:1]1([C:7]#[CH:8])[CH:6]=[CH:5][CH:4]=[CH:3][CH:2]=1.[Cl:9][SiH:10]([CH2:12][SiH:13]([Cl:15])[Cl:14])[Cl:11]>>[Cl:9][Si:10]([Cl:11])([CH2:12][SiH:13]([Cl:15])[Cl:14])[CH:8]=[CH:7][C:1]1[CH:6]=[CH:5][CH:4]=[CH:3][CH:2]=1.[Cl:9][Si:10]([Cl:11])([CH2:12][Si:13]([Cl:15])([Cl:14])[CH:8]=[CH:7][C:1]1[CH:6]=[CH:5][CH:4]=[CH:3][CH:2]=1)[CH:8]=[CH:7][C:1]1[CH:6]=[CH:5][CH:4]=[CH:3][CH:2]=1. Reported procedure: Hydrosilation of phenylacetylene with bis(dichlorosilyl)methane in the presence of H2PtCl6. Into the same apparatus as described in Example 1 were placed 25 μl of 0.1 M H2PtCl6 /IPA under nitrogen and the isopropyl alcohol was removed. Then 4.95 g of bis(dichlorosilyl)methane, 20 ml of dried benzene, and 2.5 ml of phenylacetylene were added to the flask and the flask content refluxed for 2 hours. The solvent was removed from the flask at atmospheric pressure and the products distilled at 67 Pa t...